Task: describe an organic reaction: reactants, conditions, products, and yield. Dataset: the Open Reaction Database (ORD), a public repository of structured organic reaction records Reactants: CC(=O)O, O=CO, CCOC(=O)c1cn(N)c2nc(C)ccc2c1=O. The product is CCOC(=O)c1cn(NC=O)c2nc(C)ccc2c1=O. RXN SMILES: [CH3:1][C:2]([OH:3])=[O:4].[CH:23]([OH:24])=[O:25].[NH2:5][n:6]1[cH:7][c:8]([C:18](=[O:19])[O:20][CH2:21][CH3:22])[c:9](=[O:17])[c:10]2[cH:11][cH:12][c:13]([CH3:16])[n:14][c:15]12>>[CH:2](=[O:3])[NH:5][n:6]1[cH:7][c:8]([C:18](=[O:19])[O:20][CH2:21][CH3:22])[c:9](=[O:17])[c:10]2[cH:11][cH:12][c:13]([CH3:16])[n:14][c:15]12. The reactants are C(C=C)O (allyl alcohol), ClC1=NC=CC=C1 (2-chloropyridine), FC(S(=O)(=O)OS(=O)(=O)C(F)(F)F)(F)F (trifluoromethanesulfonic anhydride), O(S(=O)(=O)C(F)(F)F)CC=C (allyl triflate), S(=O)(=O)([O-])[O-].[Na+].[Na+] (sodium sulfate), [N+](=O)([O-])C(CO)(C)[N+](=O)[O-] (2,2-dinitropropanol). Solvent: C(Cl)Cl (methylene chloride), C(Cl)Cl (methylene chloride), C(Cl)Cl (methylene chloride). Conditions: time 3 hour. Yields the product [N+](=O)([O-])C(COCC=C)(C)[N+](=O)[O-] (allyl 2,2-dinitropropyl ether). Isolated yield 84.5%. Reaction SMILES: [CH2:1](O)[CH:2]=[CH2:3].ClC1C=CC=CN=1.FC(F)(F)S(OS(C(F)(F)F)(=O)=O)(=O)=O.[N+:27]([C:30]([N+:34]([O-:36])=[O:35])([CH3:33])[CH2:31][OH:32])([O-:29])=[O:28].O(CC=C)S(C(F)(F)F)(=O)=O.S([O-])([O-])(=O)=O.[Na+].[Na+]>C(Cl)Cl>[N+:27]([C:30]([N+:34]([O-:36])=[O:35])([CH3:33])[CH2:31][O:32][CH2:3][CH:2]=[CH2:1])([O-:29])=[O:28] |f:5.6.7|. Reported procedure: A solution of allyl alcohol (16 g, 276 mmol) and 2-chloropyridine (32 g, 282 mmol) in methylene chloride (100 ml) was added over 30 min to a stirred solution of trifluoromethanesulfonic anhydride (78 g, 277 mmol) in methylene chloride (200 ml) at 0° C. The mixture was stirred in an ice bath for 3 h, and then filtered cold to remove the salt byproduct. The brown allyl triflate solution was stored in a freezer for use in the following reaction. A solution of 2,2-dinitropropanol (24 g, 160 mmol) in... Starting materials: CC(=O)[CH-]C(C)=O, C=C(C)C(=O)OC, CC(C)N, CC(C)N, Cl. Yields the product C=C(C)C(=O)NC(C)C. RXN SMILES: [CH-:17]([C:18](=[O:19])[CH3:20])[C:21](=[O:22])[CH3:23].[CH3:1][O:2][C:3](=[O:4])[C:5]([CH3:6])=[CH2:7].[CH3:8][CH:9]([CH3:10])[NH2:11].[CH:13]([NH2:14])([CH3:15])[CH3:16].[ClH:12]>>[O:2]=[C:3]([C:5]([CH3:6])=[CH2:7])[NH:11][CH:9]([CH3:8])[CH3:10]. Starting materials: C(#N)C1=CC=C(C=C1)NC=1C=NC=NC1 (5-[N-(4-cyanophenyl) amino]pyrimidine), BrCC=1C=CC=2C(=NON2)C1 (5-bromomethylbenzofurazane). The product is C(#N)C1=CC=C(C=C1)N(C=1C=NC=NC1)CC=1C=CC=2C(=NON2)C1 (5-[[N-(4-Cyanophenyl)-N-(5-pyrimidyl)amino]methyl]benzofurazan). As a reaction SMILES: [C:1]([C:3]1[CH:8]=[CH:7][C:6]([NH:9][C:10]2[CH:11]=[N:12][CH:13]=[N:14][CH:15]=2)=[CH:5][CH:4]=1)#[N:2].Br[CH2:17][C:18]1[CH:19]=[CH:20][C:21]2[C:22]([CH:26]=1)=[N:23][O:24][N:25]=2>>[C:1]([C:3]1[CH:8]=[CH:7][C:6]([N:9]([CH2:17][C:18]2[CH:19]=[CH:20][C:21]3[C:22]([CH:26]=2)=[N:23][O:24][N:25]=3)[C:10]2[CH:15]=[N:14][CH:13]=[N:12][CH:11]=2)=[CH:5][CH:4]=1)#[N:2]. Procedure details: Starting compounds: 5-[N-(4-cyanophenyl) amino]pyrimidine and 5-bromomethylbenzofurazane Reactants: dialdehyde, dialdehyde, ( iv ), acetal, acetal, CC1=C2[C@H](C(=O)[C@@]3([C@H](C[C@@H]4[C@]([C@H]3[C@@H]([C@@](C2(C)C)(C[C@@H]1OC(=O)[C@@H]([C@H](C=5C=CC=CC5)NC(=O)C=6C=CC=CC6)O)O)OC(=O)C=7C=CC=CC7)(CO4)OC(=O)C)O)C)OC(=O)C (taxol), periodates, [BH4-] (borohydride). Solvent: C(C)(=O)O (acetic acid). Product: CC1=C2[C@H](C(=O)[C@@]3([C@H](C[C@@H]4[C@]([C@H]3[C@@H]([C@@](C2(C)C)(C[C@@H]1OC(=O)[C@@H]([C@H](C=5C=CC=CC5)NC(=O)C=6C=CC=CC6)O)O)OC(=O)C=7C=CC=CC7)(CO4)OC(=O)C)O)C)O (10-deacetyl taxol), ( v ). As a reaction SMILES: [CH3:1][C:2]1[C@@H:19]([O:20][C:21]([C@H:23]([OH:40])[C@@H:24]([NH:31][C:32]([C:34]2[CH:35]=[CH:36][CH:37]=[CH:38][CH:39]=2)=[O:33])[C:25]2[CH:26]=[CH:27][CH:28]=[CH:29][CH:30]=2)=[O:22])[CH2:18][C@:14]2([OH:41])[C:15]([CH3:17])([CH3:16])[C:3]=1[C@@H:4]([O:59]C(C)=O)[C:5]([C@@:7]1([CH3:58])[C@H:12]([C@@H:13]2[O:42][C:43]([C:45]2[CH:46]=[CH:47][CH:48]=[CH:49][CH:50]=2)=[O:44])[C@:11]2([O:53][C:54]([CH3:56])=[O:55])[CH2:51][O:52][C@@H:10]2[CH2:9][C@@H:8]1[OH:57])=[O:6].[BH4-]>C(O)(=O)C>[CH3:1][C:2]1[C@@H:19]([O:20][C:21]([C@H:23]([OH:40])[C@@H:24]([NH:31][C:32]([C:34]2[CH:35]=[CH:36][CH:37]=[CH:38][CH:39]=2)=[O:33])[C:25]2[CH:26]=[CH:27][CH:28]=[CH:29][CH:30]=2)=[O:22])[CH2:18][C@:14]2([OH:41])[C:15]([CH3:16])([CH3:17])[C:3]=1[C@@H:4]([OH:59])[C:5]([C@@:7]1([CH3:58])[C@H:12]([C@@H:13]2[O:42][C:43]([C:45]2[CH:46]=[CH:47][CH:48]=[CH:49][CH:50]=2)=[O:44])[C@:11]2([O:53][C:54]([CH3:56])=[O:55])[CH2:51][O:52][C@@H:10]2[CH2:9][C@@H:8]1[OH:57])=[O:6]. Procedure: In order to over come the drawbacks of the prior art processes, the applicants have developed a simple and practical process for production of taxols A, B, C; The process comprises (i) isolating the taxol analogues 7-xylosyl-10-deacetyl taxols A, B, C from the stem bark of Taxus wallichiana by an improved process developed by the applicants which involves extracting air, dried pulverized plant materials with alcohols at room temperature, evaporating the solvent to obtain a residue, stirring the ... Starting materials: C1CCOC1, CNC, [Cl-], COC(=O)c1cc(C(=O)C(Cl)(Cl)Cl)cn1CC(=O)c1ccc(Cl)cc1, [NH4+]. Yields the product COC(=O)c1cc(C(=O)N(C)C)cn1CC(=O)c1ccc(Cl)cc1. As a reaction SMILES: [CH2:31]1[O:32][CH2:33][CH2:34][CH2:35]1.[CH3:26][NH:27][CH3:28].[Cl-:29].[Cl:1][c:2]1[cH:3][cH:4][c:5]([C:8]([CH2:9][n:10]2[c:11]([C:21](=[O:22])[O:23][CH3:24])[cH:12][c:13]([C:15]([C:16]([Cl:17])([Cl:18])[Cl:19])=[O:20])[cH:14]2)=[O:25])[cH:6][cH:7]1.[NH4+:30]>>[Cl:1][c:2]1[cH:3][cH:4][c:5]([C:8]([CH2:9][n:10]2[c:11]([C:21](=[O:22])[O:23][CH3:24])[cH:12][c:13]([C:15](=[O:20])[N:27]([CH3:26])[CH3:28])[cH:14]2)=[O:25])[cH:6][cH:7]1. Reactants: [Al+3], CC(=O)Cl, CCOCC, Cc1ccc(O)c(C(=O)O)c1, [Cl-], [Cl-], [Cl-], ClCCl. Product: CC(=O)c1cc(C)cc(C(=O)O)c1O. As a reaction SMILES: [Al+3:6].[CH3:1][C:2]([Cl:3])=[O:4].[CH3:23][CH2:24][O:25][CH2:26][CH3:27].[CH3:9][c:10]1[cH:11][cH:12][c:13]([OH:19])[c:14]([C:15](=[O:16])[OH:17])[cH:18]1.[Cl-:5].[Cl-:7].[Cl-:8].[Cl:20][CH2:21][Cl:22]>>[CH3:1][C:2](=[O:4])[c:12]1[cH:11][c:10]([CH3:9])[cH:18][c:14]([C:15](=[O:16])[OH:17])[c:13]1[OH:19]. Starting materials: Nc1nc(Cl)nc2c1ncn2C1OC(CO)C(O)C1O, NCCC1CCC2(CC1)OCCO2. Product: Nc1nc(NCCC2CCC3(CC2)OCCO3)nc2c1ncn2C1OC(CO)C(O)C1O. As a reaction SMILES: [Cl:1][c:2]1[n:3][c:4]([NH2:20])[c:5]2[n:6][cH:7][n:8]([CH:9]3[CH:10]([OH:11])[CH:12]([OH:13])[CH:14]([CH2:15][OH:16])[O:17]3)[c:18]2[n:19]1.[O:21]1[CH2:22][CH2:23][O:24][C:25]12[CH2:26][CH2:27][CH:28]([CH2:31][CH2:32][NH2:33])[CH2:29][CH2:30]2>>[c:2]1([NH:33][CH2:32][CH2:31][CH:28]2[CH2:27][CH2:26][C:25]3([O:21][CH2:22][CH2:23][O:24]3)[CH2:30][CH2:29]2)[n:3][c:4]([NH2:20])[c:5]2[n:6][cH:7][n:8]([CH:9]3[CH:10]([OH:11])[CH:12]([OH:13])[CH:14]([CH2:15][OH:16])[O:17]3)[c:18]2[n:19]1. Starting materials: CN1CC2(CCC1)OC1=C(C(N2)=O)C=C(C=C1)/C=C/C(=O)NOC1OCCCC1 ((±)-(E)-3-{1′-methyl-3,4-dihydro-4-oxo-spiro[2H-(1,3)-benzoxazine-2,3′-piperidin]-6-yl}-N-(tetrahydro-pyran-2-yloxy)-acrylamide), Cl (HCl). The solvent is C(Cl)Cl (DCM), O1CCOCC1 (dioxane). Yields the product CN1CC2(CCC1)OC1=C(C(N2)=O)C=C(C=C1)/C=C/C(=O)NO ((±)-(E)-3-{1′-methyl-3,4-dihydro-4-oxo-spiro[2H-(1,3)-benzoxazine-2,3′-piperidin]-6-yl}-N-hydroxy-acrylamide). The yield is 64.2%. As a reaction SMILES: [CH3:1][N:2]1[CH2:7][CH2:6][CH2:5][C:4]2([NH:12][C:11](=[O:13])[C:10]3[CH:14]=[C:15](/[CH:18]=[CH:19]/[C:20]([NH:22][O:23]C4CCCCO4)=[O:21])[CH:16]=[CH:17][C:9]=3[O:8]2)[CH2:3]1.Cl>C(Cl)Cl.O1CCOCC1>[CH3:1][N:2]1[CH2:7][CH2:6][CH2:5][C:4]2([NH:12][C:11](=[O:13])[C:10]3[CH:14]=[C:15](/[CH:18]=[CH:19]/[C:20]([NH:22][OH:23])=[O:21])[CH:16]=[CH:17][C:9]=3[O:8]2)[CH2:3]1. Reported procedure: A solution of (±)-(E)-3-{1′-methyl-3,4-dihydro-4-oxo-spiro[2H-(1,3)-benzoxazine-2,3′-piperidin]-6-yl}-N-(tetrahydro-pyran-2-yloxy)-acrylamide (210 mg, 0.52 mmol) in DCM (6 ml) was treated with 4 M HCl in dioxane (1.0 ml) as described in Example 30, STEP C to give (±)-(E)-3-{1′-methyl-3,4-dihydro-4-oxo-spiro[2H-(1,3)-benzoxazine-2,3′-piperidin]-6-yl}-N-hydroxy-acrylamide (106 mg, hydrochloride salt) as a yellow solid. Starting materials: CC(C)(C)OC(=O)N1CCCC(CCCBr)C1, CN(C)C=O, OCc1cc(Br)ccc1F, [H-], [I-], [Na+], [Na+]. The product is CC(C)(C)OC(=O)N1CCCC(CCCOCc2cc(Br)ccc2F)C1. Reaction SMILES: [C:1]([CH3:2])([CH3:3])([CH3:4])[O:5][C:6](=[O:7])[N:8]1[CH2:9][CH:10]([CH2:14][CH2:15][CH2:16][Br:17])[CH2:11][CH2:12][CH2:13]1.[CH3:32][N:33]([CH3:34])[CH:35]=[O:36].[F:20][c:21]1[c:22]([CH2:23][OH:24])[cH:25][c:26]([Br:29])[cH:27][cH:28]1.[H-:30].[I-:19].[Na+:18].[Na+:31]>>[C:1]([CH3:2])([CH3:3])([CH3:4])[O:5][C:6](=[O:7])[N:8]1[CH2:9][CH:10]([CH2:14][CH2:15][CH2:16][O:24][CH2:23][c:22]2[c:21]([F:20])[cH:28][cH:27][c:26]([Br:29])[cH:25]2)[CH2:11][CH2:12][CH2:13]1.